Task: describe an organic reaction: reactants, conditions, products, and yield. Dataset: the Open Reaction Database (ORD), a public repository of structured organic reaction records Reactants: CSc1nccc(-c2ccc(S(=O)(=O)Cl)s2)n1, Cl, N#Cc1cccc(CN2CCC(N)C2=O)c1, O=S(=O)(Cl)c1cc2ccccc2s1. The product is CSc1nccc(-c2ccc(S(=O)(=O)NC3CCN(Cc4cccc(C#N)c4)C3=O)s2)n1. RXN SMILES: [CH3:18][S:19][c:20]1[n:21][cH:22][cH:23][c:24](-[c:26]2[cH:27][cH:28][c:29]([S:31](=[O:32])(=[O:33])[Cl:34])[s:30]2)[n:25]1.[ClH:1].[NH2:2][CH:3]1[C:4](=[O:17])[N:5]([CH2:8][c:9]2[cH:10][c:11]([C:12]#[N:13])[cH:14][cH:15][cH:16]2)[CH2:6][CH2:7]1.[s:35]1[c:36]([S:37]([Cl:38])(=[O:39])=[O:40])[cH:41][c:42]2[cH:43][cH:44][cH:45][cH:46][c:47]12>>[NH:2]([CH:3]1[C:4](=[O:17])[N:5]([CH2:8][c:9]2[cH:10][c:11]([C:12]#[N:13])[cH:14][cH:15][cH:16]2)[CH2:6][CH2:7]1)[S:31]([c:29]1[cH:28][cH:27][c:26](-[c:24]2[cH:23][cH:22][n:21][c:20]([S:19][CH3:18])[n:25]2)[s:30]1)(=[O:32])=[O:33]. Reactants: aqueous solution, [OH-].[Na+] (sodium hydroxide), C(CCC)O (n-butanol), B(F)(F)F (BF3), C(Cl)C1CO1 (epichlorohydrin). Reagents/catalysts: CCOCC ((C2H5)2O). Run in O (Water). Run at time 4 hour. The product is C(CCC)OCC1CO1 (1-butoxy-2,3-epoxypropane). RXN SMILES: [CH2:1]([OH:5])[CH2:2][CH2:3][CH3:4].B(F)(F)F.[CH2:10]([CH:12]1[O:14][CH2:13]1)Cl.[OH-].[Na+]>CCOCC.O>[CH2:1]([O:5][CH2:10][CH:12]1[O:14][CH2:13]1)[CH2:2][CH2:3][CH3:4] |f:3.4|. Procedure details: 370 g (5 mol) of n-butanol and 3 ml of BF3.(C2H5)2O catalyst were heated to 45° C. and stirred for 4 h. An amount of 466 g (5 mol) of epichlorohydrin was added dropwise at 40°-50° C. The mixture was cooled down to room temperature and 6.25 mol of a 50% aqueous solution of sodium hydroxide (250 g of sodium hydroxide dissolved in 250 ml of water) was added dropwise. The mixture was stirred for 1 h. Water was added until complete dissolution of the inorganic salt. The organic phase was separated an...